Dataset: the Open Reaction Database (ORD), a public repository of structured organic reaction records. Task: describe an organic reaction: reactants, conditions, products, and yield Starting materials: C(C)ON=C(C)CCC1=CC=C(C=C1)OC(CC)C (4-[4-(1-methylpropoxy)phenyl]-2-butanone O-ethyloxime), C(#N)[BH3-].[Na+] (sodium cyanoborohydride), Cl (HCl). The solvent is C(C)O (ethanol). Conditions: time 2 hour. Product: C(C)ONC(CCC1=CC=C(C=C1)OC(CC)C)C (N-ethoxy-1-methyl-3-[4-(1-methylpropoxy)phenyl]propylamine), ( M ). As a reaction SMILES: [CH2:1]([O:3][N:4]=[C:5]([CH2:7][CH2:8][C:9]1[CH:14]=[CH:13][C:12]([O:15][CH:16]([CH3:19])[CH2:17][CH3:18])=[CH:11][CH:10]=1)[CH3:6])[CH3:2].C([BH3-])#N.[Na+].Cl>C(O)C>[CH2:1]([O:3][NH:4][CH:5]([CH3:6])[CH2:7][CH2:8][C:9]1[CH:10]=[CH:11][C:12]([O:15][CH:16]([CH3:19])[CH2:17][CH3:18])=[CH:13][CH:14]=1)[CH3:2] |f:1.2|. Reported procedure: To 4-[4-(1-methylpropoxy)phenyl]-2-butanone O-ethyloxime (2.63 g, 10.0 mmol) in 30 ml of ethanol is added sodium cyanoborohydride (2.00 g, 38.1 mmol) and methanolic 2N HCl is added throughout the reaction to maintain pH at 3. The reaction temperature is maintained at 15°-20°. After ca. 2 hours, the solvent is removed under vacuum. The mixture is made basic by the addition of 10% sodium hydroxide, followed by water and ether, and is extracted with ether. The combined organic phases are washed wit... Starting materials: CO, COC(=O)Cc1c(Cl)cc(C)cc1OC, [K+], [OH-], O. The product is COc1cc(C)cc(Cl)c1CC(=O)O. As a reaction SMILES: [CH3:19][OH:20].[Cl:1][c:2]1[c:3]([CH2:11][C:12](=[O:13])[O:14][CH3:15])[c:4]([O:9][CH3:10])[cH:5][c:6]([CH3:8])[cH:7]1.[K+:17].[OH-:16].[OH2:18]>>[Cl:1][c:2]1[c:3]([CH2:11][C:12](=[O:13])[OH:14])[c:4]([O:9][CH3:10])[cH:5][c:6]([CH3:8])[cH:7]1. The reactants are O[C@]1(C[C@@H](CCC1)C)CNC(=O)C=1C=2C=CC(=NC2C=CC1Cl)Cl (2,6-dichloro-quinoline-5-carboxylic acid ((1R,3R)-1-hydroxy-3methyl-cyclohexylmethyl)-amide), CCN(C(C)C)C(C)C (DIPEA), F[C@H]1CNCC1 ((R)-3-fluoropyrrolidine). Product: O[C@]1(C[C@@H](CCC1)C)CNC(=O)C=1C=2C=CC(=NC2C=CC1Cl)N1C[C@@H](CC1)F (6-Chloro-2-(3-(R)-fluoropyrrolidin-1-yl)-quinoline-5-carboxylic acid ((1R,3R)-1-hydroxy-3-methyl-cyclohexylmethyl)-amide). RXN SMILES: [OH:1][C@:2]1([CH2:9][NH:10][C:11]([C:13]2[C:14]3[CH:15]=[CH:16][C:17](Cl)=[N:18][C:19]=3[CH:20]=[CH:21][C:22]=2[Cl:23])=[O:12])[CH2:7][CH2:6][CH2:5][C@@H:4]([CH3:8])[CH2:3]1.CCN(C(C)C)C(C)C.[F:34][C@@H:35]1[CH2:39][CH2:38][NH:37][CH2:36]1>>[OH:1][C@:2]1([CH2:9][NH:10][C:11]([C:13]2[C:14]3[CH:15]=[CH:16][C:17]([N:37]4[CH2:38][CH2:39][C@@H:35]([F:34])[CH2:36]4)=[N:18][C:19]=3[CH:20]=[CH:21][C:22]=2[Cl:23])=[O:12])[CH2:7][CH2:6][CH2:5][C@@H:4]([CH3:8])[CH2:3]1. Reported procedure: The title compound was synthesized according to the procedure described in example 1 using 2,6-dichloro-quinoline-5-carboxylic acid ((1R,3R)-1-hydroxy-3methyl-cyclohexylmethyl)-amide, DIPEA and (R)-3-fluoropyrrolidine. 1H NMR (400 MHz, DMSO-ds) 6 ppm 8.75 (1H), 7.85 (m, 1H), 7.58 (2H), 7.05 (1H), 5.43-5.56 (1H), 4.16 (s, 1H), 3.89 (m, 2H), 3.70 (m, 1H), 3.55 (m, 1H), 3.26 (m, 2H), 2.44 (m, 2H), 2.06 (m, 2H), 1.85 (m, 2H), 1.74-1.76 (m, 5H), 1.27-1.32 (m, 1H), 0.83 (d, 3H). m/z: 420 [M+H] Starting materials: CN(C)C=O, CC(=O)Cl, CC(=O)O, COc1cc2c(CCNC(C)=O)c[nH]c2cc1Cl, [H-], [Na+], O. Product: COc1cc2c(CCNC(C)=O)cn(C(C)=O)c2cc1Cl. As a reaction SMILES: [CH3:1][N:2]([CH3:3])[CH:4]=[O:5].[CH3:26][C:27]([Cl:28])=[O:29].[CH3:30][C:31](=[O:32])[OH:33].[CH3:6][O:7][c:8]1[cH:9][c:10]2[c:11]([CH2:18][CH2:19][NH:20][C:21]([CH3:22])=[O:23])[cH:12][nH:13][c:14]2[cH:15][c:16]1[Cl:17].[H-:24].[Na+:25].[OH2:34]>>[CH3:6][O:7][c:8]1[cH:9][c:10]2[c:11]([CH2:18][CH2:19][NH:20][C:21]([CH3:22])=[O:23])[cH:12][n:13]([C:27]([CH3:26])=[O:29])[c:14]2[cH:15][c:16]1[Cl:17]. Starting materials: CC1=C(C=C(C=C1)C=1OC=CN1)C1=CC=C(C=C1)N (2′-Methyl-5′-oxazol-2-yl-biphenyl-4-ylamine), C(C)(=O)O (acetic acid), C(CCl)Cl (EDC), CCOC(=O)C (EtOAc), H2O ice. Solvent: C(Cl)Cl (CH2Cl2), C(Cl)Cl (CH2Cl2). Reaction conditions: time 8 hour. Product: CC1=C(C=C(C=C1)C=1OC=CN1)C1=CC=C(C=C1)NC(C)=O (N-(2′-Methyl-5′-oxazol-2-yl-biphenyl-4-yl)-acetamide). Reaction SMILES: [C:1]([OH:4])(=O)[CH3:2].[CH3:5][C:6]1[CH:11]=[CH:10][C:9]([C:12]2[O:13][CH:14]=[CH:15][N:16]=2)=[CH:8][C:7]=1[C:17]1[CH:22]=[CH:21][C:20]([NH2:23])=[CH:19][CH:18]=1.C(Cl)CCl.CCOC(C)=O>C(Cl)Cl>[CH3:5][C:6]1[CH:11]=[CH:10][C:9]([C:12]2[O:13][CH:14]=[CH:15][N:16]=2)=[CH:8][C:7]=1[C:17]1[CH:22]=[CH:21][C:20]([NH:23][C:1](=[O:4])[CH3:2])=[CH:19][CH:18]=1. Reported procedure: Into an 8 ml sealed tube, was placed acetic acid (48 mg, 0.80 mmol). This was followed by the addition of a solution of 2′-Methyl-5′-oxazol-2-yl-biphenyl-4-ylamine (100 mg, 0.40 mmol) in CH2Cl2 (2 g) with stirring for 10 mins in a bath of H2O/ice. This was followed by the addition of a solution of EDC (90 mg, 0.47 mmol) in CH2Cl2 (2 g). The resulting solution was allowed to react, with stirring, overnight while the temperature was maintained at room temperature. The reaction progress was monitor... Reactants: CC(=O)CC(=O)OC(C)(C)C, Cc1ccccc1, Nc1cc(S(=O)(=O)N2CCCCc3ccccc32)ccc1Cl. The product is CC(=O)CC(=O)Nc1cc(S(=O)(=O)N2CCCCc3ccccc32)ccc1Cl. As a reaction SMILES: [C:23]([CH2:24][C:25](=[O:26])[CH3:27])(=[O:28])[O:29][C:30]([CH3:31])([CH3:32])[CH3:33].[CH3:34][c:35]1[cH:36][cH:37][cH:38][cH:39][cH:40]1.[Cl:1][c:2]1[c:3]([NH2:22])[cH:4][c:5]([S:8](=[O:9])(=[O:10])[N:11]2[c:12]3[c:13]([cH:18][cH:19][cH:20][cH:21]3)[CH2:14][CH2:15][CH2:16][CH2:17]2)[cH:6][cH:7]1>>[Cl:1][c:2]1[c:3]([NH:22][C:23]([CH2:24][C:25](=[O:26])[CH3:27])=[O:28])[cH:4][c:5]([S:8](=[O:9])(=[O:10])[N:11]2[c:12]3[c:13]([cH:18][cH:19][cH:20][cH:21]3)[CH2:14][CH2:15][CH2:16][CH2:17]2)[cH:6][cH:7]1.